This data is from the Open Reaction Database (ORD), a public repository of structured organic reaction records. The task is: describe an organic reaction: reactants, conditions, products, and yield Starting materials: CCCN(CCC)CCCCN(Cc1ccc(CN)cc1)C(=O)OC(C)(C)C, CO, O=Cc1ncc[nH]1. The product is CCCN(CCC)CCCCN(Cc1ccc(CNCc2ncc[nH]2)cc1)C(=O)OC(C)(C)C. RXN SMILES: [C:1]([CH3:2])([CH3:3])([CH3:4])[O:5][C:6]([N:7]([CH2:8][CH2:9][CH2:10][CH2:11][N:12]([CH2:13][CH2:14][CH3:15])[CH2:16][CH2:17][CH3:18])[CH2:19][c:20]1[cH:21][cH:22][c:23]([CH2:26][NH2:27])[cH:24][cH:25]1)=[O:28].[CH3:36][OH:37].[nH:29]1[c:30]([CH:34]=[O:35])[n:31][cH:32][cH:33]1>>[C:1]([CH3:2])([CH3:3])([CH3:4])[O:5][C:6]([N:7]([CH2:8][CH2:9][CH2:10][CH2:11][N:12]([CH2:13][CH2:14][CH3:15])[CH2:16][CH2:17][CH3:18])[CH2:19][c:20]1[cH:21][cH:22][c:23]([CH2:26][NH:27][CH2:34][c:30]2[nH:29][cH:33][cH:32][n:31]2)[cH:24][cH:25]1)=[O:28]. Reactants: COS(=O)(=O)OC, [H][H], Nc1ccc2ccc(O)cc2c1, CN(C)C=O. Product: COc1ccc2ccc(N)cc2c1. Reaction SMILES: [CH3:15][O:16][S:17]([O:18][CH3:19])(=[O:20])=[O:21].[H:13][H:14].[NH2:1][c:2]1[cH:3][c:4]2[cH:5][c:6]([OH:12])[cH:7][cH:8][c:9]2[cH:10][cH:11]1.[O:22]=[CH:23][N:24]([CH3:25])[CH3:26]>>[NH2:1][c:2]1[cH:3][c:4]2[cH:5][c:6]([O:12][CH3:15])[cH:7][cH:8][c:9]2[cH:10][cH:11]1. The reactants are C(C)C1=CC=C(C=C1)C1CC(CN(C1)C(=O)N1CCOCC1)C(=O)O (5-(4-Ethylphenyl)-1-(morpholin-4-ylcarbonyl)piperidine-3-carboxylic acid), S(=O)(Cl)Cl (thionyl chloride). Run in ClCCl (dichloromethane). Run at time 2 hour. Yields the product C(C)C1=CC=C(C=C1)C1CC(CN(C1)C(=O)N1CCOCC1)C(=O)Cl (5-(4-Ethylphenyl)-1-(morpholin-4-ylcarbonyl)piperidine-3-carbonyl chloride). Reaction SMILES: [CH2:1]([C:3]1[CH:8]=[CH:7][C:6]([CH:9]2[CH2:14][N:13]([C:15]([N:17]3[CH2:22][CH2:21][O:20][CH2:19][CH2:18]3)=[O:16])[CH2:12][CH:11]([C:23]([OH:25])=O)[CH2:10]2)=[CH:5][CH:4]=1)[CH3:2].S(Cl)([Cl:28])=O>ClCCl>[CH2:1]([C:3]1[CH:8]=[CH:7][C:6]([CH:9]2[CH2:14][N:13]([C:15]([N:17]3[CH2:22][CH2:21][O:20][CH2:19][CH2:18]3)=[O:16])[CH2:12][CH:11]([C:23]([Cl:28])=[O:25])[CH2:10]2)=[CH:5][CH:4]=1)[CH3:2]. Procedure details: 150 mg (0.43 mmol) of the compound from Example 38A were initially charged in 3 ml of dichloromethane, and 63 μl (103 mg, 0.87 mmol) of thionyl chloride were added. The reaction mixture was stirred under RF for 2 h, concentrated under reduced pressure, and then three times toluene was added and the mixture was in each case concentrated again under reduced pressure. Starting materials: Cc1ccc(C(=O)OC2CCN(Cc3ccc([N+](=O)[O-])cc3)CC2)cc1, CCO. The product is Cc1ccc(C(=O)OC2CCN(Cc3ccc(N)cc3)CC2)cc1. Reaction SMILES: [CH3:1][c:2]1[cH:3][cH:4][c:5]([C:6](=[O:7])[O:8][CH:9]2[CH2:10][CH2:11][N:12]([CH2:15][c:16]3[cH:17][cH:18][c:19]([N+:22]([O-:23])=[O:24])[cH:20][cH:21]3)[CH2:13][CH2:14]2)[cH:25][cH:26]1.[CH3:27][CH2:28][OH:29]>>[CH3:1][c:2]1[cH:3][cH:4][c:5]([C:6](=[O:7])[O:8][CH:9]2[CH2:10][CH2:11][N:12]([CH2:15][c:16]3[cH:17][cH:18][c:19]([NH2:22])[cH:20][cH:21]3)[CH2:13][CH2:14]2)[cH:25][cH:26]1.